This data is from the Open Reaction Database (ORD), a public repository of structured organic reaction records. The task is: describe an organic reaction: reactants, conditions, products, and yield The reactants are FC(C(CC(=O)C1=CC=C(C=C1)C(F)(F)F)=O)F (4,4-difluoro-1-(4-trifluoromethyl-phenyl)-butane-1,3-dione), 4-trifluoromethyl-acetophenone, NC1=NNC=C1C1=CC(=NC=C1)C (3-amino-4-(2-methyl-4-pyridinyl)-pyrazole). The product is FC(C1=CC(=NC=2N1N=CC2C2=CC(=NC=C2)C)C2=CC=C(C=C2)C(F)(F)F)F (7-Difluoromethyl-3-(2-methyl-pyridin-4-yl)-5-(4-trifluoromethyl-phenyl)-pyrazolo[1,5-a]pyrimidine). The yield is 78.6%. RXN SMILES: [F:1][CH:2]([F:18])[C:3](=O)[CH2:4][C:5]([C:7]1[CH:12]=[CH:11][C:10]([C:13]([F:16])([F:15])[F:14])=[CH:9][CH:8]=1)=O.[NH2:19][C:20]1[C:24]([C:25]2[CH:30]=[CH:29][N:28]=[C:27]([CH3:31])[CH:26]=2)=[CH:23][NH:22][N:21]=1>>[F:1][CH:2]([F:18])[C:3]1[N:21]2[N:22]=[CH:23][C:24]([C:25]3[CH:30]=[CH:29][N:28]=[C:27]([CH3:31])[CH:26]=3)=[C:20]2[N:19]=[C:5]([C:7]2[CH:12]=[CH:11][C:10]([C:13]([F:16])([F:15])[F:14])=[CH:9][CH:8]=2)[CH:4]=1. Procedure: Reaction of 4,4-difluoro-1-(4-trifluoromethyl-phenyl)-butane-1,3-dione (133 mg, 0.5 mmol), prepared from commercially available 4-trifluoromethyl-acetophenone according to general procedure A, and 3-amino-4-(2-methyl-4-pyridinyl)-pyrazole [prepared from 4-cyanomethyl-2-methyl-pyridine, as described in Bioorg. Med. Chem. Lett. 12 (2002) 3537-3541] (87 mg, 0.5 mmol) according to general procedure B yielded the title compound as a yellow solid (159 mg, 79%). MS (ISP) 405.4 [(M+H)+]; mp 213° C. Solvent: CC#N (CH3CN). Starting materials: O.SC1=NN=NN1C.[Na] (sodium 5-mercapto-1-methyltetrazole hydrate), BrCCl (bromochloromethane). The yield is 77.1%. Yields the product ClCSC1=NN=NN1C (5-[(Chloromethyl)thio]-1-methyl-tetrazole). Reported procedure: A solution of sodium 5-mercapto-1-methyltetrazole hydrate (1.38 g, 10.0 mmol) in CH3CN (50 mL) was cooled in ice and treated in one portion with bromochloromethane (6.47 g, 50 mmol). The ice-bath was removed and the reaction mixture stirred at R.T. for 18 h. Then the solvent was evaporated and the crude product purified by chromatography on silica gel (eluted with CH2Cl2) to afford 1.27 g (77%) of the title compound, m.p.: 55°-57° C. As a reaction SMILES: O.[SH:2][C:3]1[N:7]([CH3:8])[N:6]=[N:5][N:4]=1.[Na].Br[CH2:11][Cl:12]>CC#N>[Cl:12][CH2:11][S:2][C:3]1[N:7]([CH3:8])[N:6]=[N:5][N:4]=1 |f:0.1.2,^1:8|. Conditions: time 18 hour. The reactants are OO (H2O2), [OH-].[Na+] (sodium hydroxide), C(C)(=O)NC=1C=C2CCC(C2=CC1C#N)NC1=CC(=C(C(=O)OC(C)(C)C)C=C1)F (tert-butyl 4-[N-(5-acetamido-6-cyanoindan-1-yl)amino]-2-fluorobenzoate), C(C)O (ethanol). Solvent: O (water). Run at temperature 0 celsius, time 10 minute. Product: CC1=NC2=CC3=C(C=C2C(N1)=O)C(CC3)NC3=CC(=C(C(=O)OC(C)(C)C)C=C3)F (tert-Butyl 4-{N-[(6RS)-2-methyl-4-oxo-3,4,7,8-tetrahydro-6H-cyclopenta-[g]quinazolin-6yl]amino}-2-fluorobenzoate), solid. The yield is 85.0%. RXN SMILES: [C:1]([NH:4][C:5]1[CH:6]=[C:7]2[C:11](=[CH:12][C:13]=1[C:14]#[N:15])[CH:10]([NH:16][C:17]1[CH:29]=[CH:28][C:20]([C:21]([O:23][C:24]([CH3:27])([CH3:26])[CH3:25])=[O:22])=[C:19]([F:30])[CH:18]=1)[CH2:9][CH2:8]2)(=O)[CH3:2].C([OH:33])C.OO.[OH-].[Na+]>O>[CH3:2][C:1]1[NH:15][C:14](=[O:33])[C:13]2[C:5](=[CH:6][C:7]3[CH2:8][CH2:9][CH:10]([NH:16][C:17]4[CH:29]=[CH:28][C:20]([C:21]([O:23][C:24]([CH3:25])([CH3:26])[CH3:27])=[O:22])=[C:19]([F:30])[CH:18]=4)[C:11]=3[CH:12]=2)[N:4]=1 |f:3.4|. Procedure: A mixture of tert-butyl 4-[N-(5-acetamido-6-cyanoindan-1-yl)amino]-2-fluorobenzoate (0.182 g, 0.44 mmol), ethanol (2 ml), and water (0.4 ml) was cooled in an ice-bath, then 30% aqueous H2O2 solution (0.37 ml) was added followed by granulated sodium hydroxide pellets (0.030 g, 0.75 mmol). The reaction mixture was stirred at ˜0° C. for 10 min, then it was placed in an oil bath preheated to 55° C. and stirred at this temperature for 30 min The reaction mixture was allowed to cool to room temperatur... Starting materials: FC1=CC=C(C=C1)C1(CCCC1)C(=O)O (1-(4-fluorophenyl)cyclopentanecarboxylic acid), NCCCN1CCC(CC1)C=1C=C(C=CC1)NC(=O)C1CC1 (N-{3-[1-(3-aminopropyl)-4-piperidinyl]phenyl}cyclopropanecarboxamide). The product is C1(CC1)C(=O)NC=1C=C(C=CC1)C1CCN(CC1)CCCNC(=O)C1(CCCC1)C1=CC=C(C=C1)F (N-[3-(4-{3-[(CYCLOPROPYLCARBONYL)AMINO]PHENYL}-1-PIPERIDINYL) PROPYL]-1-(4-FLUOROPHENYL)CYCLOPENTANECARBOXAMIDE). RXN SMILES: [F:1][C:2]1[CH:7]=[CH:6][C:5]([C:8]2([C:13]([OH:15])=O)[CH2:12][CH2:11][CH2:10][CH2:9]2)=[CH:4][CH:3]=1.[NH2:16][CH2:17][CH2:18][CH2:19][N:20]1[CH2:25][CH2:24][CH:23]([C:26]2[CH:27]=[C:28]([NH:32][C:33]([CH:35]3[CH2:37][CH2:36]3)=[O:34])[CH:29]=[CH:30][CH:31]=2)[CH2:22][CH2:21]1>>[CH:35]1([C:33]([NH:32][C:28]2[CH:27]=[C:26]([CH:23]3[CH2:22][CH2:21][N:20]([CH2:19][CH2:18][CH2:17][NH:16][C:13]([C:8]4([C:5]5[CH:4]=[CH:3][C:2]([F:1])=[CH:7][CH:6]=5)[CH2:9][CH2:10][CH2:11][CH2:12]4)=[O:15])[CH2:25][CH2:24]3)[CH:31]=[CH:30][CH:29]=2)=[O:34])[CH2:36][CH2:37]1. Reported procedure: Example 121 was prepared from 1-(4-fluorophenyl)cyclopentanecarboxylic acid and N-{3-[1-(3-aminopropyl)-4-piperidinyl]phenyl}cyclopropanecarboxamide according to the procedures described in Scheme 10: 1H NMR (400 MHz, CDCl3) δ 7.94–7.72 (br, 1H), 7.48–6.84 (m, 7H), 6.75 (d, 1H, J=7.2 Hz), 6.68–6.55 (br, 1H), 3.25–3.05 (m, 4H), 2.58–2.39 (m, 3H), 2.33–2.15 (m, 2H), 2.00–1.48 (m, 15H), 1.13–1.01 (m, 2H), 0.93–0.73 (m, 2H); ESMS m/e: 492.3 (M+H)+. Starting materials: CN(C)C=O (DMF), ClC1=CC(=C(C=C1O)C=1C(N(C(=C(C1)C)C(F)(F)F)C)=O)F (3-(4-chloro-2-fluoro-5-hydroxyphenyl)-1,5-dimethyl-6-trifluoromethyl-2(1H)-pyridone), C([O-])([O-])=O.[K+].[K+] (potassium carbonate), C(C#C)Br (propargyl bromide). The solvent is O (water). Conditions: temperature 60 celsius, time 2 hour. The product is ClC1=CC(=C(C=C1OCC#C)C=1C(N(C(=C(C1)C)C(F)(F)F)C)=O)F (3-(4-chloro-2-fluoro-5-propargyloxyphenyl)-1,5-dimethyl-6-trifluoromethyl-2(1H)-pyridone). The yield is 53.5%. As a reaction SMILES: CN(C=O)C.[Cl:6][C:7]1[C:12]([OH:13])=[CH:11][C:10]([C:14]2[C:15](=[O:26])[N:16]([CH3:25])[C:17]([C:21]([F:24])([F:23])[F:22])=[C:18]([CH3:20])[CH:19]=2)=[C:9]([F:27])[CH:8]=1.C(=O)([O-])[O-].[K+].[K+].[CH2:34](Br)[C:35]#[CH:36]>O>[Cl:6][C:7]1[C:12]([O:13][CH2:36][C:35]#[CH:34])=[CH:11][C:10]([C:14]2[C:15](=[O:26])[N:16]([CH3:25])[C:17]([C:21]([F:22])([F:23])[F:24])=[C:18]([CH3:20])[CH:19]=2)=[C:9]([F:27])[CH:8]=1 |f:2.3.4|. Reported procedure: To 10 ml of DMF, 0.20 g (0.6 mmol) of 3-(4-chloro-2-fluoro-5-hydroxyphenyl)-1,5-dimethyl-6-trifluoromethyl-2(1H)-pyridone, 0.1 g (0.7 mmol) of potassium carbonate and 0.1 g (0.8 mmol) of propargyl bromide were added, followed by stirring at 60° C. for 2 hours. This reaction solution was poured into water and extracted with ethyl acetate. After washing with water, the organic layer was dried over anhydrous magnesium sulfate. Ethyl acetate was distilled off under reduced pressure, and then, the ob... Reactants: CO, Cl, CC(C)(C)OC(=O)N1CCC(c2c[nH]c3c(C(N)=O)cc(-c4ccc(F)cc4)cc23)CC1, C1COCCO1. The product is NC(=O)c1cc(-c2ccc(F)cc2)cc2c(C3CCNCC3)c[nH]c12. Reaction SMILES: [CH3:33][OH:34].[ClH:35].[NH2:1][C:2](=[O:3])[c:4]1[cH:5][c:6](-[c:26]2[cH:27][cH:28][c:29]([F:32])[cH:30][cH:31]2)[cH:7][c:8]2[c:9]([CH:13]3[CH2:14][CH2:15][N:16]([C:19]([O:20][C:21]([CH3:22])([CH3:23])[CH3:24])=[O:25])[CH2:17][CH2:18]3)[cH:10][nH:11][c:12]12.[O:36]1[CH2:37][CH2:38][O:39][CH2:40][CH2:41]1>>[NH2:1][C:2](=[O:3])[c:4]1[cH:5][c:6](-[c:26]2[cH:27][cH:28][c:29]([F:32])[cH:30][cH:31]2)[cH:7][c:8]2[c:9]([CH:13]3[CH2:14][CH2:15][NH:16][CH2:17][CH2:18]3)[cH:10][nH:11][c:12]12. The reactants are ClC1=C(C(=NC=C1C(=O)C(C(=O)OCC)=CN[C@H]1[C@H](C1)F)Cl)Cl (ethyl 2-(4,5,6-trichloronicotinoyl)-3-[(1R,2S)-2-fluorocyclopropyl]aminoacrylate), C([O-])([O-])=O.[K+].[K+] (potassium carbonate), Ice water. Run in CN(C)C=O (DMF). The product is ClC1=NC=C2C(C(=CN(C2=C1Cl)[C@H]1[C@H](C1)F)C(=O)OCC)=O (Ethyl 7,8-dichloro-1[(1R,2S)-2-fluorocyclopropyl]-1,4-dihydro-4-oxo-1,6-naphthyridine-3-carboxylate). Reaction SMILES: Cl[C:2]1[C:7]([C:8]([C:10](=[CH:16][NH:17][C@@H:18]2[CH2:20][C@@H:19]2[F:21])[C:11]([O:13][CH2:14][CH3:15])=[O:12])=[O:9])=[CH:6][N:5]=[C:4]([Cl:22])[C:3]=1[Cl:23].C(=O)([O-])[O-].[K+].[K+]>CN(C=O)C>[Cl:22][C:4]1[C:3]([Cl:23])=[C:2]2[C:7]([C:8](=[O:9])[C:10]([C:11]([O:13][CH2:14][CH3:15])=[O:12])=[CH:16][N:17]2[C@@H:18]2[CH2:20][C@@H:19]2[F:21])=[CH:6][N:5]=1 |f:1.2.3|. Procedure: 6.6 g (0.017 mol) of ethyl 2-(4,5,6-trichloronicotinoyl)-3-[(1R,2S)-2-fluorocyclopropyl]aminoacrylate are stirred with 2.7 g (0.019 mol) of potassium carbonate in 35 ml of DMF at room temperature overnight. Ice-water is added to the mixture and the product is isolated.